From a dataset of the Open Reaction Database (ORD), a public repository of structured organic reaction records. describe an organic reaction: reactants, conditions, products, and yield Reactants: [C@H]12[C@H](NC[C@@H]2C1)CNC(=O)C1=C(N=C2SC=CN21)C (6-Methyl-imidazo[2,1-b]thiazole-5-carboxylic acid [(1S,2S,5R)-1-(3-aza-bicyclo[3.1.0]hex-2-yl)methyl]-amide), BrC=1SC(=C(N1)C(=O)O)C=1C=C(C=CC1)C (2-Bromo-5-m-tolyl-thiazole-4-carboxylic acid). The product is BrC=1SC(=C(N1)C(=O)N1[C@@H]([C@H]2C[C@H]2C1)CNC(=O)C1=C(N=C2SC=CN21)C)C=2C=C(C=CC2)C (6-Methyl-imidazo[2,1-b]thiazole-5-carboxylic acid[(1S,2S,5R)-3-(2-bromo-5-m-tolyl-thiazole-4-carbonyl)-3-aza-bicyclo[3.1.0]hex-2-ylmethyl]-amide). RXN SMILES: [C@H:1]12[CH2:6][C@H:5]1[CH2:4][NH:3][C@@H:2]2[CH2:7][NH:8][C:9]([C:11]1[N:18]2[C:14]([S:15][CH:16]=[CH:17]2)=[N:13][C:12]=1[CH3:19])=[O:10].[Br:20][C:21]1[S:22][C:23]([C:29]2[CH:30]=[C:31]([CH3:35])[CH:32]=[CH:33][CH:34]=2)=[C:24]([C:26](O)=[O:27])[N:25]=1>>[Br:20][C:21]1[S:22][C:23]([C:29]2[CH:30]=[C:31]([CH3:35])[CH:32]=[CH:33][CH:34]=2)=[C:24]([C:26]([N:3]2[CH2:4][C@H:5]3[C@H:1]([CH2:6]3)[C@H:2]2[CH2:7][NH:8][C:9]([C:11]2[N:18]3[C:14]([S:15][CH:16]=[CH:17]3)=[N:13][C:12]=2[CH3:19])=[O:10])=[O:27])[N:25]=1. Procedure details: prepared by reaction of 6-Methyl-imidazo[2,1-b]thiazole-5-carboxylic acid [(1S,2S,5R)-1-(3-aza-bicyclo[3.1.0]hex-2-yl)methyl]-amide with 2-Bromo-5-m-tolyl-thiazole-4-carboxylic acid. LC-MS (basic): tR=1.41 min; [M+H]+=555.9. Reaction conditions: time 18.5 hour. Run in CN(C)C=O (DMF), O (water). Yields the product Cl.CNS(=O)(=O)CCC=1C=C2C(=CNC2=CC1)C1CCN(CC1)C (N-Methyl-3-(1-methyl-4-piperidinyl)-1H-indole-5-ethanesulphonamide, hydrochloride). Starting materials: CNS(=O)(=O)\C=C\C=1C=C2C(=CNC2=CC1)C=1CCN(CC1)C ((E)-N-methyl-2-[3-(1,2,3,6-tetrahydro-1-methyl-4-pyridinyl)-1H-indol-5-yl]ethenesulphonamide), Cl (hydrochloric acid). Procedure details: A mixture of (E)-N-methyl-2-[3-(1,2,3,6-tetrahydro-1-methyl-4-pyridinyl)-1H-indol-5-yl]ethenesulphonamide (10 kg) and 10% palladium oxide on charcoal (10 kg, 50% wet paste, added as two charges) in DMF (50L), water (20L) and 2N hydrochloric acid (15L) was hydrogenated at atmospheric pressure over 18.5 hr. The catalyst was removed by filtration. The filter cake was washed with water (20L). The filtrate was concentrated in vacuo to approximately 30L and cooled to 20°. Ethyl acetate (70L) was added... Reagents/catalysts: [Pd]=O (palladium oxide). Reaction SMILES: [CH3:1][NH:2][S:3](/[CH:6]=[CH:7]/[C:8]1[CH:9]=[C:10]2[C:14](=[CH:15][CH:16]=1)[NH:13][CH:12]=[C:11]2[C:17]1[CH2:18][CH2:19][N:20]([CH3:23])[CH2:21][CH:22]=1)(=[O:5])=[O:4].[ClH:24]>CN(C=O)C.O.[Pd]=O>[ClH:24].[CH3:1][NH:2][S:3]([CH2:6][CH2:7][C:8]1[CH:9]=[C:10]2[C:14](=[CH:15][CH:16]=1)[NH:13][CH:12]=[C:11]2[CH:17]1[CH2:18][CH2:19][N:20]([CH3:23])[CH2:21][CH2:22]1)(=[O:4])=[O:5] |f:5.6|. The reactants are CCCC(O)c1ccc(CC(C)C)cc1, Cc1ccccc1, CC(=O)O, CCOC(=O)N=NC(=O)OCC, C1CCOC1, CCOC(=O)CCCc1cc(C(=O)c2ccc(O)cc2)c2ccccn12, c1ccc(P(c2ccccc2)c2ccccc2)cc1. The product is CCCC(Oc1ccc(C(=O)c2cc(CCCC(=O)OCC)n3ccccc23)cc1)c1ccc(CC(C)C)cc1. RXN SMILES: [CH2:27]([CH:28]([CH3:29])[CH3:30])[c:31]1[cH:32][cH:33][c:34]([CH:37]([CH2:38][CH2:39][CH3:40])[OH:41])[cH:35][cH:36]1.[CH3:78][c:79]1[cH:80][cH:81][cH:82][cH:83][cH:84]1.[CH3:85][C:86](=[O:87])[OH:88].[O:61]=[C:62]([O:63][CH2:64][CH3:65])[N:66]=[N:67][C:68]([O:69][CH2:70][CH3:71])=[O:72].[O:73]1[CH2:74][CH2:75][CH2:76][CH2:77]1.[OH:1][c:2]1[cH:3][cH:4][c:5]([C:6](=[O:7])[c:8]2[cH:9][c:10]([CH2:17][CH2:18][CH2:19][C:20](=[O:21])[O:22][CH2:23][CH3:24])[n:11]3[cH:12][cH:13][cH:14][cH:15][c:16]23)[cH:25][cH:26]1.[c:42]1([P:43]([c:44]2[cH:45][cH:46][cH:47][cH:48][cH:49]2)[c:50]2[cH:51][cH:52][cH:53][cH:54][cH:55]2)[cH:56][cH:57][cH:58][cH:59][cH:60]1>>[O:1]([c:2]1[cH:3][cH:4][c:5]([C:6](=[O:7])[c:8]2[cH:9][c:10]([CH2:17][CH2:18][CH2:19][C:20](=[O:21])[O:22][CH2:23][CH3:24])[n:11]3[cH:12][cH:13][cH:14][cH:15][c:16]23)[cH:25][cH:26]1)[CH:37]([c:34]1[cH:33][cH:32][c:31]([CH2:27][CH:28]([CH3:29])[CH3:30])[cH:36][cH:35]1)[CH2:38][CH2:39][CH3:40]. The reactants are O=C([O-])[O-], CS(=O)(=O)OCC1CCOC1, COCCOc1nc(N)c2nc(OC)[nH]c2n1, O=C(O)C(F)(F)F, [K+], [K+], CN(C)C=O. Product: COCCOc1nc(N)c2nc(OC)n(CC3CCOC3)c2n1. Reaction SMILES: [C:25](=[O:26])([O-:27])[O-:28].[CH3:31][S:32]([O:33][CH2:36][CH:37]1[CH2:38][O:39][CH2:40][CH2:41]1)(=[O:34])=[O:35].[CH3:8][O:9][c:10]1[nH:11][c:12]2[n:13][c:14]([O:20][CH2:21][CH2:22][O:23][CH3:24])[n:15][c:16]([NH2:19])[c:17]2[n:18]1.[F:1][C:2]([F:3])([F:4])[C:5]([OH:6])=[O:7].[K+:29].[K+:30].[O:42]=[CH:43][N:44]([CH3:45])[CH3:46]>>[CH3:8][O:9][c:10]1[n:11]([CH2:36][CH:37]2[CH2:38][O:39][CH2:40][CH2:41]2)[c:12]2[n:13][c:14]([O:20][CH2:21][CH2:22][O:23][CH3:24])[n:15][c:16]([NH2:19])[c:17]2[n:18]1.